Dataset: the Open Reaction Database (ORD), a public repository of structured organic reaction records. Task: describe an organic reaction: reactants, conditions, products, and yield Starting materials: CCOc1ccccc1B(O)O, CC#N, COC(=O)c1ccc2c(c1)OCCn1cc(I)nc1-2, [Na+], [Na+], O=C([O-])[O-], c1ccc(P(c2ccccc2)(c2ccccc2)[Pd](P(c2ccccc2)(c2ccccc2)c2ccccc2)(P(c2ccccc2)(c2ccccc2)c2ccccc2)P(c2ccccc2)(c2ccccc2)c2ccccc2)cc1. Product: CCOc1ccccc1-c1cn2c(n1)-c1ccc(C(=O)OC)cc1OCC2. Reaction SMILES: [CH2:20]([CH3:21])[O:22][c:23]1[c:24]([B:29]([OH:30])[OH:31])[cH:25][cH:26][cH:27][cH:28]1.[CH3:32][C:33]#[N:34].[I:1][c:2]1[n:3][c:4]2[n:5]([cH:19]1)[CH2:6][CH2:7][O:8][c:9]1[c:10]-2[cH:11][cH:12][c:13]([C:15](=[O:16])[O:17][CH3:18])[cH:14]1.[Na+:35].[Na+:36].[O-:37][C:38](=[O:39])[O-:40].[cH:41]1[cH:42][cH:43][c:44]([P:45]([Pd:46]([P:47]([c:48]2[cH:49][cH:50][cH:51][cH:52][cH:53]2)([c:54]2[cH:55][cH:56][cH:57][cH:58][cH:59]2)[c:60]2[cH:61][cH:62][cH:63][cH:64][cH:65]2)([P:66]([c:67]2[cH:68][cH:69][cH:70][cH:71][cH:72]2)([c:73]2[cH:74][cH:75][cH:76][cH:77][cH:78]2)[c:79]2[cH:80][cH:81][cH:82][cH:83][cH:84]2)[P:85]([c:86]2[cH:87][cH:88][cH:89][cH:90][cH:91]2)([c:92]2[cH:93][cH:94][cH:95][cH:96][cH:97]2)[c:98]2[cH:99][cH:100][cH:101][cH:102][cH:103]2)([c:104]2[cH:105][cH:106][cH:107][cH:108][cH:109]2)[c:110]2[cH:111][cH:112][cH:113][cH:114][cH:115]2)[cH:116][cH:117]1>>[c:2]1(-[c:24]2[c:23]([O:22][CH2:20][CH3:21])[cH:28][cH:27][cH:26][cH:25]2)[n:3][c:4]2[n:5]([cH:19]1)[CH2:6][CH2:7][O:8][c:9]1[c:10]-2[cH:11][cH:12][c:13]([C:15](=[O:16])[O:17][CH3:18])[cH:14]1. The reactants are C1OC(C)(OC1)C=1C=CC(=C(C1)C=CC(=O)OCC)OC (ethyl 3-[5-(1,1-ethylenedioxyethyl)-2-methoxyphenyl]-prop-2-ene-oate), Cl (hydrochloric acid). Solvent: CCOCC (ether). Run at time 12 hour. Yields the product C(C)(=O)C=1C=CC(=C(C1)C=CC(=O)OCC)OC (ethyl 3-(5-acetyl-2-methoxyphenyl)prop-2-ene oate). Reaction SMILES: C1CO[C:3]([C:7]2[CH:8]=[CH:9][C:10]([O:20][CH3:21])=[C:11]([CH:13]=[CH:14][C:15]([O:17][CH2:18][CH3:19])=[O:16])[CH:12]=2)([CH3:4])[O:2]1.Cl>CCOCC>[C:3]([C:7]1[CH:8]=[CH:9][C:10]([O:20][CH3:21])=[C:11]([CH:13]=[CH:14][C:15]([O:17][CH2:18][CH3:19])=[O:16])[CH:12]=1)(=[O:2])[CH3:4]. Procedure details: 9.6 g of the ester obtained in step (a) are dissolved in 150 ml of ether and 20 ml of 5 N hydrochloric acid are added. Stirring is carried out for 12 hours. After extraction by the (1:1) v/v ether-CH2Cl2 mixture, then washings with water, 7.5 g of the expected product are obtained after evaporation of the organic phases. m.p.=90° C. As a reaction SMILES: [C:13](=[O:14])([O-:15])[O-:16].[Cl:20][CH2:21][CH2:22][N:23]1[CH2:24][CH2:25][O:26][CH2:27][CH2:28]1.[ClH:19].[K+:17].[K+:18].[N+:1](=[O:2])([O-:3])[c:4]1[c:5]2[cH:6][n:7][nH:8][c:9]2[cH:10][cH:11][cH:12]1.[O:29]=[CH:30][N:31]([CH3:32])[CH3:33]>>[N+:1](=[O:2])([O-:3])[c:4]1[c:5]2[cH:6][n:7][n:8]([CH2:21][CH2:22][N:23]3[CH2:24][CH2:25][O:26][CH2:27][CH2:28]3)[c:9]2[cH:10][cH:11][cH:12]1. The reactants are O=C([O-])[O-], ClCCN1CCOCC1, Cl, [K+], [K+], O=[N+]([O-])c1cccc2[nH]ncc12, CN(C)C=O. Product: O=[N+]([O-])c1cccc2c1cnn2CCN1CCOCC1. The reactants are O=C(O)Cc1ccc(C(F)(F)F)cc1, NCc1ccc(F)cc1F. Reagents/catalysts: CCN=C=NCCCN(C)C.Cl (EDC-HCl), CCN(C(C)C)C(C)C (DIPEA), Oc1cc(Cl)c(Cl)cc1Cl (2,4,5-Trichlorophenol). Run in CN(C)C=O (DMF), CN(C)C=O (DMF), CN(C)C=O (DMF), CN(C)C=O (DMF), CN(C)C=O (DMF), CN(C)C=O (DMF). Run at temperature 25 celsius, time 2 hour. Product: O=C(Cc1ccc(C(F)(F)F)cc1)NCc1ccc(F)cc1F. The yield is 29.2%. As a reaction SMILES: NCc1ccc(F)cc1F.O=C(O)Cc1ccc(C(F)(F)F)cc1.CCN=C=NCCCN(C)C.Cl.C1=C(C(=CC(=C1Cl)Cl)Cl)[O-].[Na+].CCN(C(C)C)C(C)C.CN(C)C=O>>O=C(Cc1ccc(C(F)(F)F)cc1)NCc1ccc(F)cc1F.